The task is: describe an organic reaction: reactants, conditions, products, and yield. This data is from the Open Reaction Database (ORD), a public repository of structured organic reaction records. Product: FC1=C(C=CC(=C1)I)NC([C@H]([C@@H](C)C1=CC=CC=C1)N1C(N[C@@H](C1=O)C1=CC=C(C=C1)OC(CO)CO)=O)=O ((2S,3S)—N-(2-Fluoro-4-iodo-phenyl)-2-{(R)-4-[4-(2-hydroxy-1-hydroxymethyl-ethoxy)-phenyl]-2,5-dioxo-imidazolidin-1-yl}-3-phenyl-butyramide). Reported procedure: Prepared by the same method as described in example 1 except that (i) 2-fluoro-4-iodoaniline was used in place of 4-bromoaniline in step 2, (ii) (R)-tert-butoxycarbonylamino-[4-(2-hydroxy-1-hydroxymethyl-ethoxy)-phenyl]-acetic acid (prepared as described in example 160) was used in place of (R)-tert-butoxycarbonylamino-(4-methoxy-phenyl)-acetic acid in step 4, (iii) the diol functionality contained in (2S,3S)-2-{(R)-2-amino-2-[4-(2-hydroxy-1-hydroxymethyl-ethoxy)-phenyl]-acetylamino}-N-(2-fluoro... Run in N[C@@H](C(=O)N[C@H](C(=O)NC1=C(C=C(C=C1)I)F)[C@@H](C)C1=CC=CC=C1)C1=CC=C(C=C1)OC(CO)CO ((2S,3S)-2-{(R)-2-amino-2-[4-(2-hydroxy-1-hydroxymethyl-ethoxy)-phenyl]-acetylamino}-N-(2-fluoro-4-iodo-phenyl)-3-phenyl-butyramide). RXN SMILES: C(OC(N[C@H](C1C=CC(OCCOC2CCCCO2)=CC=1)C(O)=O)=O)(C)(C)C.C(OC(N[C@H](C1C=CC(OCC(OC)OCC)=CC=1)C(O)=O)=O)(C)(C)C.[O:55]=[C:56]1[NH:60][C@H:59]([C:61]2[CH:66]=[CH:65][C:64]([O:67][CH:68]([CH2:75][O:76][Si](C)(C)C)[CH2:69][O:70][Si](C)(C)C)=[CH:63][CH:62]=2)[C:58](=[O:81])[N:57]1[C@@H:82]([C@H:94]([C:96]1[CH:101]=[CH:100][CH:99]=[CH:98][CH:97]=1)[CH3:95])[C:83]([NH:85][C:86]1[CH:91]=[CH:90][C:89]([I:92])=[CH:88][C:87]=1[F:93])=[O:84]>N[C@H](C1C=CC(OC(CO)CO)=CC=1)C(N[C@@H]([C@H](C1C=CC=CC=1)C)C(NC1C=CC(I)=CC=1F)=O)=O>[F:93][C:87]1[CH:88]=[C:89]([I:92])[CH:90]=[CH:91][C:86]=1[NH:85][C:83](=[O:84])[C@@H:82]([N:57]1[C:58](=[O:81])[C@@H:59]([C:61]2[CH:62]=[CH:63][C:64]([O:67][CH:68]([CH2:69][OH:70])[CH2:75][OH:76])=[CH:65][CH:66]=2)[NH:60][C:56]1=[O:55])[C@H:94]([C:96]1[CH:97]=[CH:98][CH:99]=[CH:100][CH:101]=1)[CH3:95]. Starting materials: C(C)(C)(C)OC(=O)N[C@@H](C(=O)O)C1=CC=C(C=C1)OCCOC1OCCCC1 ((R)-tert-butoxycarbonylamino-{4-[2-(tetrahydro-pyran-2-yloxy)-ethoxy]-phenyl}-acetic acid), bis-trimethylsilyl ether, diol, O=C1N(C([C@H](N1)C1=CC=C(C=C1)OC(CO[Si](C)(C)C)CO[Si](C)(C)C)=O)[C@H](C(=O)NC1=C(C=C(C=C1)I)F)[C@@H](C)C1=CC=CC=C1 ((2S,3S)-2-{(R)-2,5-dioxo-4-[4-(2-trimethylsilanyloxy-1-trimethylsilanyloxymethyl-ethoxy)-phenyl]-imidazolidin-1-yl}-N-(2-fluoro-4-iodo-phenyl)-3-phenyl-butyramide), C(C)(C)(C)OC(=O)N[C@@H](C(=O)O)C1=CC=C(C=C1)OCCOC1OCCCC1 ((R)-tert-butoxycarbonylamino-{4-[2-(tetrahydro-pyran-2-yloxy)-ethoxy]-phenyl}-acetic acid), C(C)(C)(C)OC(=O)N[C@@H](C(=O)O)C1=CC=C(C=C1)OCC(OCC)OC ((R)-tert-butoxycarbonylamino-[4-(methoxy-ethoxy-ethoxy)-phenyl]-acetic acid), ( iv ). Reactants: D1, FC=1C=C(C=O)C=CC1F (3,4-difluorobenzaldehyde), FC=1C=C(C=CC1F)O (3,4-difluorophenol). Product: FC=1C=C(OC2=C(C=C(C=O)C=C2)F)C=CC1F (4-(3,4-difluorophenoxy)-3-fluorobenzaldehyde). Reaction SMILES: [F:1][C:2]1[CH:3]=[C:4]([CH:7]=[CH:8][C:9]=1F)[CH:5]=[O:6].[F:11][C:12]1[CH:13]=[C:14]([OH:19])[CH:15]=[CH:16][C:17]=1[F:18]>>[F:11][C:12]1[CH:13]=[C:14]([CH:15]=[CH:16][C:17]=1[F:18])[O:19][C:9]1[CH:8]=[CH:7][C:4]([CH:5]=[O:6])=[CH:3][C:2]=1[F:1]. Reported procedure: The title compound was prepared by a procedure similar to that described for D1 starting from 3,4-difluorobenzaldehyde and 3,4-difluorophenol. LC-MS (ESI): m/z 253 [M+H]+; 3.39 min (ret time). Reactants: IC1=CC=C(C=C1)O (p-iodophenol), O1CCCC=C1 (dihydropyrane), C1(=CC=C(C=C1)S(=O)(=O)O)C (p-toluenesulfonic acid). Run in CCOCC (ether). Run at time 2 hour. The product is O1C(CCCC1)OC1=CC=C(C=C1)I (4-(2-tetrahydropyranyloxy)-1-iodobenzene). RXN SMILES: [I:1][C:2]1[CH:7]=[CH:6][C:5]([OH:8])=[CH:4][CH:3]=1.[O:9]1[CH:14]=[CH:13][CH2:12][CH2:11][CH2:10]1.C1(C)C=CC(S(O)(=O)=O)=CC=1>CCOCC>[O:9]1[CH2:14][CH2:13][CH2:12][CH2:11][CH:10]1[O:8][C:5]1[CH:6]=[CH:7][C:2]([I:1])=[CH:3][CH:4]=1. Procedure: 10 Grams of p-iodophenol, 8 ml of dihydropyrane and a catalytic amount of p-toluenesulfonic acid was dissolved in 30 ml of anhydrous ether, all of these were mixed together and stirred at a room temperature for 2 hours. The reaction mixture was washed with water, dried then the solvent was removed by evaporation to yield 12.4 g of 4-(2-tetrahydropyranyloxy)-1-iodobenzene in the form of yellow oily substance. Boiling point: 84°-87° C. (at 25 mm Hg). The reactants are BrC1=CC=C(C=C1)NS(=O)C (N-(4-bromophenyl)methanesulfinamide), N1CCCC1 (pyrrolidine), Intermediate 3. Yields the product BrC1=CC=C(N=S(N2CCCC2)(=O)C)C=C1 (4-Bromo-N-[methyl(oxo)pyrrolidin-1-yl-λ6-sulfanylidene]aniline). RXN SMILES: [Br:1][C:2]1[CH:7]=[CH:6][C:5]([NH:8][S:9]([CH3:11])=[O:10])=[CH:4][CH:3]=1.[NH:12]1[CH2:16][CH2:15][CH2:14][CH2:13]1>>[Br:1][C:2]1[CH:7]=[CH:6][C:5]([N:8]=[S:9]([CH3:11])(=[O:10])[N:12]2[CH2:16][CH2:15][CH2:14][CH2:13]2)=[CH:4][CH:3]=1. Procedure: The title compound is prepared from N-(4-bromophenyl)methanesulfinamide and pyrrolidine following a procedure analogous to that described for Intermediate 3 (Step 2). LC (method 1): tR=0.99 min; Mass spectrum (ESI+): m/z=303, 305 [M+H]+. RXN SMILES: [C:1]([O:2][C:3](=[O:4])[N:8]1[CH2:9][CH:10]([CH3:22])[N:11]([c:14]2[n:15][cH:16][n:17][cH:18][c:19]2[O:20][CH3:21])[CH2:12][CH2:13]1)([CH3:5])([CH3:6])[CH3:7].[Cl:30][CH2:31][Cl:32].[OH:23][C:24]([C:25]([F:26])([F:27])[F:28])=[O:29]>>[NH:8]1[CH2:9][CH:10]([CH3:22])[N:11]([c:14]2[n:15][cH:16][n:17][cH:18][c:19]2[O:20][CH3:21])[CH2:12][CH2:13]1. The reactants are COc1cncnc1N1CCN(C(=O)OC(C)(C)C)CC1C, ClCCl, O=C(O)C(F)(F)F. The product is COc1cncnc1N1CCNCC1C.